From a dataset of the Open Reaction Database (ORD), a public repository of structured organic reaction records. describe an organic reaction: reactants, conditions, products, and yield Starting materials: material, C([O-])([O-])=O.[K+].[K+] (potassium carbonate), acid chloride, C([O-])([O-])=O.[K+].[K+] (potassium carbonate), C1(=CC=CC=C1)C(CC(=O)Cl)(C1=CC=CC=C1)C1=CC=CC=C1 (3,3,3-triphenylpropionyl chloride), FC(C(=O)NC1=CC=C(C=C1)N1CCN(CC1)C(C(F)(F)F)=O)(F)F (1-(4-(trifiuoroacetamido)phenyl)-4-trifiuoroacetylpiperazine). Run in C(C)#N (acetonitrile). Run at temperature 80 celsius, time 2 day. Yields the product C1(=CC=CC=C1)C(CC(=O)NC1=CC=C(C=C1)N1CCNCC1)(C1=CC=CC=C1)C1=CC=CC=C1 (4-[4-(3,3,3-Triphenylpropanoylamino)phenyl]piperazine). Isolated yield 87.0%. As a reaction SMILES: C(=O)([O-])[O-].[K+].[K+].[C:7]1([C:13]([C:24]2[CH:29]=[CH:28][CH:27]=[CH:26][CH:25]=2)([C:18]2[CH:23]=[CH:22][CH:21]=[CH:20][CH:19]=2)[CH2:14][C:15](Cl)=[O:16])[CH:12]=[CH:11][CH:10]=[CH:9][CH:8]=1.FC(F)(F)C([NH:34][C:35]1[CH:40]=[CH:39][C:38]([N:41]2[CH2:46][CH2:45][N:44](C(=O)C(F)(F)F)[CH2:43][CH2:42]2)=[CH:37][CH:36]=1)=O>C(#N)C>[C:7]1([C:13]([C:24]2[CH:29]=[CH:28][CH:27]=[CH:26][CH:25]=2)([C:18]2[CH:23]=[CH:22][CH:21]=[CH:20][CH:19]=2)[CH2:14][C:15]([NH:34][C:35]2[CH:36]=[CH:37][C:38]([N:41]3[CH2:46][CH2:45][NH:44][CH2:43][CH2:42]3)=[CH:39][CH:40]=2)=[O:16])[CH:12]=[CH:11][CH:10]=[CH:9][CH:8]=1 |f:0.1.2|. Reported procedure: To an ice cooled and stirred solution of 4-(4-aminophenyl)piperazine (4.29 g, 24.2 mmol) in dichloromethane (100 mL) containing Et3N (7.42 mL, 52.5 mmol) was added trifluoroacetic anhydride (7.52 mL, 53.2 mmol) in dichloromethane (25 mL) over a 5 minute period. The mixture was allowed to warm to room temperature and stirred two days, then stirred with ice water. The pink solid that separated was isolated by filtration, washed with dichloromethane, aqueous sodium bicarbonate, and water, and dried... The reactants are ClCCl, COC(=O)c1ccccc1S(=O)(=O)NC(=O)Nc1nc(C)c2c(n1)CCC2, C[Al](C)C, CCCCCC, Cc1ccccc1, C, CC(C)N. Yields the product Cc1nc(NC(=O)NS(=O)(=O)c2ccccc2C(=O)NC(C)C)nc2c1CCC2. RXN SMILES: [CH2:43]([Cl:44])[Cl:45].[CH3:10][c:11]1[n:12][c:13]([NH:20][C:21](=[O:22])[NH:23][S:24](=[O:25])(=[O:26])[c:27]2[c:28]([C:29](=[O:30])[O:31][CH3:32])[cH:33][cH:34][cH:35][cH:36]2)[n:14][c:15]2[c:16]1[CH2:17][CH2:18][CH2:19]2.[CH3:1][Al:2]([CH3:3])[CH3:4].[CH3:37][CH2:38][CH2:39][CH2:40][CH2:41][CH3:42].[CH3:46][c:47]1[cH:48][cH:49][cH:50][cH:51][cH:52]1.[CH4:9].[CH:5]([CH3:6])([CH3:7])[NH2:8]>>[CH:5]([CH3:6])([CH3:7])[NH:8][C:29]([c:28]1[c:27]([S:24]([NH:23][C:21]([NH:20][c:13]2[n:12][c:11]([CH3:10])[c:16]3[c:15]([n:14]2)[CH2:19][CH2:18][CH2:17]3)=[O:22])(=[O:25])=[O:26])[cH:36][cH:35][cH:34][cH:33]1)=[O:30]. Starting materials: Cc1cccc(C)n1, CN(C)C=O, COC(=O)C(Br)c1ccc2c(c1)OCO2, Cn1ccc2ccc(CO)cc21. Product: COC(=O)C(c1ccc2c(c1)OCO2)c1cn(C)c2cc(CO)ccc12. As a reaction SMILES: [CH3:1][c:2]1[n:3][c:4]([CH3:5])[cH:6][cH:7][cH:8]1.[CH3:36][N:37]([CH3:38])[CH:39]=[O:40].[O:9]1[CH2:10][O:11][c:12]2[c:13]1[cH:14][cH:15][c:16]([CH:18]([C:19](=[O:20])[O:21][CH3:22])[Br:23])[cH:17]2.[OH:24][CH2:25][c:26]1[cH:27][cH:28][c:29]2[cH:30][cH:31][n:32]([CH3:35])[c:33]2[cH:34]1>>[O:9]1[CH2:10][O:11][c:12]2[c:13]1[cH:14][cH:15][c:16]([CH:18]([C:19](=[O:20])[O:21][CH3:22])[c:30]1[c:29]3[cH:28][cH:27][c:26]([CH2:25][OH:24])[cH:34][c:33]3[n:32]([CH3:35])[cH:31]1)[cH:17]2. Starting materials: CNCC=O, O=C=Nc1nnc(C2CCCC2)s1, c1ccccc1. Yields the product CN(CC=O)C(=O)Nc1nnc(C2CCCC2)s1. As a reaction SMILES: [CH3:14][NH:15][CH2:16][CH:17]=[O:18].[CH:1]1([c:6]2[n:7][n:8][c:9]([N:11]=[C:12]=[O:13])[s:10]2)[CH2:2][CH2:3][CH2:4][CH2:5]1.[cH:19]1[cH:20][cH:21][cH:22][cH:23][cH:24]1>>[CH:1]1([c:6]2[n:7][n:8][c:9]([NH:11][C:12](=[O:13])[N:15]([CH3:14])[CH2:16][CH:17]=[O:18])[s:10]2)[CH2:2][CH2:3][CH2:4][CH2:5]1.